Dataset: the Open Reaction Database (ORD), a public repository of structured organic reaction records. Task: describe an organic reaction: reactants, conditions, products, and yield The reactants are CN1C(=NC=C1[N+](=O)[O-])C(=N)NNC(=S)N (1-(1-Methyl-5-nitro-2-imidazolecarboximidoyl)-3-thiosemicarbazide), Cl (hydrochloric acid), NNC(=S)N (thiosemicarbazide), Cl (hydrogen chloride), NNC(=S)N (thiosemicarbazide), Cl (hydrochloric acid), NNC(=S)N (thiosemicarbazide). The solvent is CO (methanol), CO (methanol). The product is NC=1SC(=NN1)C=1N(C(=CN1)[N+](=O)[O-])C (2-(2-Amino-1,3,4-thiadiazol-5-yl)-1-methyl-5-nitroimidazole). Isolated yield 78.0%. RXN SMILES: [CH3:1][N:2]1[C:6]([N+:7]([O-:9])=[O:8])=[CH:5][N:4]=[C:3]1[C:10]([NH:12][NH:13][C:14]([NH2:16])=[S:15])=N.NNC(N)=S.Cl>CO>[NH2:16][C:14]1[S:15][C:10]([C:3]2[N:2]([CH3:1])[C:6]([N+:7]([O-:9])=[O:8])=[CH:5][N:4]=2)=[N:12][N:13]=1. Reported procedure: 1-(1-Methyl-5-nitro-2-imidazolecarboximidoyl)-3-thiosemicarbazide is cyclized as in Example 10 with the exception that the 0.3 g. of the thiosemicarbazide in 7 ml. of 6N hydrochloric acid is replaced by 0.49 g. of the thiosemicarbazide in 5 ml. of methanol plus 0.5 ml. of concentrated hydrochloric acid. The cyclization is also effected by the use of 0.49 g. of the thiosemicarbazide in 5 ml. of methanol plus 0.5 ml. of 6N ethanolic hydrogen chloride. In each of these variations, a 78% yield of th... The reactants are CO, ClC(Cl)Cl, Cl, N#CCCCOc1cccc(NC(N)=NCC(F)(F)F)n1. Yields the product COC(=N)CCCOc1cccc(NC(N)=NCC(F)(F)F)n1. Reaction SMILES: [CH3:23][OH:24].[Cl:25][CH:26]([Cl:27])[Cl:28].[ClH:22].[F:1][C:2]([CH2:3][N:4]=[C:5]([NH:6][c:7]1[n:8][c:9]([O:13][CH2:14][CH2:15][CH2:16][C:17]#[N:18])[cH:10][cH:11][cH:12]1)[NH2:19])([F:20])[F:21]>>[F:1][C:2]([CH2:3][N:4]=[C:5]([NH:6][c:7]1[n:8][c:9]([O:13][CH2:14][CH2:15][CH2:16][C:17](=[NH:18])[O:24][CH3:23])[cH:10][cH:11][cH:12]1)[NH2:19])([F:20])[F:21]. Procedure details: A mixture of 19.85 g of the product of Step B in 200 ml of ethanol and 38.1 ml of ethanolic 2N hydrogen chloride was refluxed with stirring for one hour and was then evaporated to dryness to obtain 18.67 g of raw product melting at 90° C. The product was crystallized from a refluxing mixture of 95-5 acetonitrile and water and was vacuum filtered. The product was empasted with isopropyl ether to obtain 8.44 g of the desired product melting at 160° C. Reactants: C(C)(C)(C)OC(=O)NCCCCNC=1C(OC2=CC(=CC=C2C1)OC(C)=O)=O (N-(tert-butoxycarbonyl)-N'-(7-acetoxy-coumarinyl)-1,4-diamino-butane), Cl (hydrogen chloride). Solvent: C(C)O (ethanol). Conditions: time 1 hour. RXN SMILES: C(OC([NH:8][CH2:9][CH2:10][CH2:11][CH2:12][NH:13][C:14]1[C:15](=[O:28])[O:16][C:17]2[C:22]([CH:23]=1)=[CH:21][CH:20]=[C:19]([O:24][C:25](=[O:27])[CH3:26])[CH:18]=2)=O)(C)(C)C.[ClH:29]>C(O)C>[ClH:29].[C:25]([O:24][C:19]1[CH:18]=[C:17]2[C:22]([CH:23]=[C:14]([NH:13][CH2:12][CH2:11][CH2:10][CH2:9][NH2:8])[C:15](=[O:28])[O:16]2)=[CH:21][CH:20]=1)(=[O:27])[CH3:26] |f:3.4|. Product: Cl.C(C)(=O)OC1=CC=C2C=C(C(OC2=C1)=O)NCCCCN (N-(7-acetoxy-coumarinyl)-1,4-diamino-butane hydrochloride). The reactants are ClCCl, CC(C)N, O=C(Cl)c1ccccc1F, O. Product: CC(C)NC(=O)c1ccccc1F. RXN SMILES: [CH2:15]([Cl:16])[Cl:17].[CH3:1][CH:2]([CH3:3])[NH2:4].[F:5][c:6]1[c:7]([C:8](=[O:9])[Cl:10])[cH:11][cH:12][cH:13][cH:14]1.[OH2:18]>>[CH3:1][CH:2]([CH3:3])[NH:4][C:8]([c:7]1[c:6]([F:5])[cH:14][cH:13][cH:12][cH:11]1)=[O:9]. The reactants are C(C)(=O)SCCNC(CCNC([C@@H](C(COP(OP(OC[C@@H]1[C@H]([C@H]([C@@H](O1)N1C=NC=2C(N)=NC=NC12)O)OP(=O)(O)O)(=O)O)(=O)O)(C)C)O)=O)=O (acetyl-CoA), C(=O)(C(=O)O)CC(=O)[O-].C=1N=C(C2=C(N1)N(C=N2)[C@H]3[C@@H]([C@@H]([C@H](O3)COP(=O)(O)OP(=O)(O)OC[C@@H]4[C@H]([C@H]([C@@H](O4)N5C=CCC(=C5)C(=O)N)O)O)O)O)N (oxaloacetate NADH), C(C)(=O)SCCNC(CCNC([C@@H](C(COP(OP(OC[C@@H]1[C@H]([C@H]([C@@H](O1)N1C=NC=2C(N)=NC=NC12)O)OP(=O)(O)O)(=O)O)(=O)O)(C)C)O)=O)=O (acetyl-CoA), C(CC(=O)O)(=O)SCCNC(CCNC([C@@H](C(COP(OP(OC[C@@H]1[C@H]([C@H]([C@@H](O1)N1C=NC=2C(N)=NC=NC12)O)OP(=O)(O)O)(=O)O)(=O)O)(C)C)O)=O)=O (malonyl-CoA), C(C(O)CC(=O)[O-])(=O)[O-].C=1N=C(C2=C(N1)N(C=N2)[C@H]3[C@@H]([C@@H]([C@H](O3)COP(=O)(O)OP(=O)(O)OC[C@@H]4[C@H]([C@H]([C@@H](O4)N5C=CCC(=C5)C(=O)N)O)O)O)O)N (malate NAD), C(=O)(C(=O)O)CC(=O)[O-] (oxaloacetate), C(CC(O)(C(=O)[O-])CC(=O)[O-])(=O)[O-] (citrate). Product: C=1N=C(C2=C(N1)N(C=N2)[C@H]3[C@@H]([C@@H]([C@H](O3)COP(=O)(O)OP(=O)(O)OC[C@@H]4[C@H]([C@H]([C@@H](O4)N5C=CCC(=C5)C(=O)N)O)O)O)O)N (NAD). As a reaction SMILES: C(SCCNC(=O)CCNC(=O)[C@H](O)C(C)(C)[CH2:15][O:16][P:17]([OH:46])(=[O:45])[O:18][P:19]([OH:44])(=[O:43])[O:20][CH2:21][C@H:22]1[O:26][C@@H:25]([N:27]2[C:36]3[N:35]=[CH:34][N:33]=[C:31]([NH2:32])[C:30]=3[N:29]=[CH:28]2)[C@H:24]([OH:37])[C@@H:23]1[O:38]P(O)(O)=O)(=O)C.C(SCCNC(=O)CCNC(=O)[C@H](O)C(C)(C)COP(O)(=O)OP(O)(=O)OC[C@H:76]1[O:80][C@@H:79]([N:81]2[C:90]3N=C[N:87]=[C:85](N)[C:84]=3N=[CH:82]2)[C@H:78]([OH:91])[C@@H:77]1[O:92]P(O)(O)=O)(=O)CC(O)=O.[C:106]([O-])(=O)[CH:107](CC([O-])=O)O.C1N=C(N)C2N=CN([C@@H]3[O:128][C@H](COP(OP(OC[C@H]4O[C@@H](N5C=C(C(N)=O)CC=C5)[C@H](O)[C@@H]4O)(O)=O)(O)=O)[C@@H](O)[C@H]3O)C=2N=1.C(CC([O-])=O)(C(O)=O)=O.C1N=C(N)C2N=CN([C@@H]3O[C@H](COP(OP(OC[C@H]4O[C@@H](N5C=C(C(N)=O)CC=C5)[C@H](O)[C@@H]4O)(O)=O)(O)=O)[C@@H](O)[C@H]3O)C=2N=1.C(CC([O-])=O)(C(O)=O)=O.C([O-])(=O)CC(CC([O-])=O)(C([O-])=O)O>>[CH:34]1[N:33]=[C:31]([NH2:32])[C:30]2[N:29]=[CH:28][N:27]([C@@H:25]3[O:26][C@H:22]([CH2:21][O:20][P:19]([O:18][P:17]([O:16][CH2:15][C@H:76]4[O:80][C@@H:79]([N:81]5[CH:90]=[C:84]([C:85]([NH2:87])=[O:128])[CH2:107][CH:106]=[CH:82]5)[C@H:78]([OH:91])[C@@H:77]4[OH:92])([OH:46])=[O:45])([OH:44])=[O:43])[C@@H:23]([OH:38])[C@H:24]3[OH:37])[C:36]=2[N:35]=1 |f:2.3,4.5|. Procedure: In Vitro MCD Inhibitory Assay: The conversion of acetyl-CoA from malonyl-CoA was assayed using a modified protocol as previously described by Kim, Y. S. and Kolattukudy, P. E. in 1978 (Arch. Biochem. Biophys 190:585 (1978)). As shown in eq. 1-3, the establishment of the kinetic equilibrium between malate/NAD and oxaloacetate/NADH was catalyzed by malic dehydrogenase (eq. 2). The enzymatic reaction product of MCD, acetyl-CoA, shifted the equilibrium by condensing with oxaloacetate in the presence... The reactants are Cl[Si](C)(C)C (chlorotrimethylsilane), BrCC(=O)OCC (ethyl bromoacetate), N1=CC=CC=C1 (pyridine), CNC(=O)C1=CC2=CC=C(C=C2C=C1)C(=O)C=1N=CN(C1)C(C1=CC=CC=C1)(C1=CC=CC=C1)C1=CC=CC=C1 (N-methyl-6-[(1-trityl-1H-imidazol-4-yl)carbonyl]-2-naphthamide), C=C[C@H]1CN2CC[C@H]1C[C@@H]2[C@H](C3=CC=NC4=CC=CC=C34)O ((+)-cinchonine), Cl (hydrochloric acid). The reagents and catalysts are [Zn] (zinc). Run in C1CCOC1 (THF), C1CCOC1 (THF), C(C)(=O)OCC (ethyl acetate), C1CCOC1 (THF). Run at temperature 25 celsius, time 30 minute. The product is O[C@](CC(=O)OCC)(C=1N=CN(C1)C(C1=CC=CC=C1)(C1=CC=CC=C1)C1=CC=CC=C1)C1=CC2=CC=C(C=C2C=C1)C(=O)NC (ethyl (3S)-3-hydroxy-3-{6-[(methylamino)carbonyl]-2-naphthyl}-3-(1-trityl-1H-imidazol-4-yl)propanoate). Yield: 83.3%. RXN SMILES: Cl[Si](C)(C)C.Br[CH2:7][C:8]([O:10][CH2:11][CH3:12])=[O:9].C=C[C@@H]1[C@@H]2C[C@H]([C@@H](O)C3C4C(=CC=CC=4)N=CC=3)N(CC2)C1.N1C=CC=CC=1.[CH3:41][NH:42][C:43]([C:45]1[CH:54]=[CH:53][C:52]2[C:47](=[CH:48][CH:49]=[C:50]([C:55]([C:57]3[N:58]=[CH:59][N:60]([C:62]([C:75]4[CH:80]=[CH:79][CH:78]=[CH:77][CH:76]=4)([C:69]4[CH:74]=[CH:73][CH:72]=[CH:71][CH:70]=4)[C:63]4[CH:68]=[CH:67][CH:66]=[CH:65][CH:64]=4)[CH:61]=3)=[O:56])[CH:51]=2)[CH:46]=1)=[O:44].Cl>C1COCC1.C(OCC)(=O)C.[Zn]>[OH:56][C@@:55]([C:50]1[CH:49]=[CH:48][C:47]2[C:52](=[CH:53][CH:54]=[C:45]([C:43]([NH:42][CH3:41])=[O:44])[CH:46]=2)[CH:51]=1)([C:57]1[N:58]=[CH:59][N:60]([C:62]([C:63]2[CH:68]=[CH:67][CH:66]=[CH:65][CH:64]=2)([C:75]2[CH:76]=[CH:77][CH:78]=[CH:79][CH:80]=2)[C:69]2[CH:74]=[CH:73][CH:72]=[CH:71][CH:70]=2)[CH:61]=1)[CH2:7][C:8]([O:10][CH2:11][CH3:12])=[O:9]. Procedure details: Under argon atmosphere, 10 liters of THF and 253 mL (2 mol) of chlorotrimethylsilane were added to 2616 g (40 mol) of zinc powders. The mixture was stirred at 25° C. for 30 minutes. A solution of 2212 mL (20 mol) of ethyl bromoacetate in 25 L of THF was added dropwise at 25˜35° C. 21.2 g (72 mmol, 1.25 eq) of (+)-cinchonine was added to 431 mL (0.23 mol) of the above Reformatsky reagent at 0˜5° C. 18.6 mL (230 mmol, 4 eq) of pyridine was added dropwise at 0˜5° C. over 7 minutes. The mixture was ...